The task is: describe an organic reaction: reactants, conditions, products, and yield. This data is from the Open Reaction Database (ORD), a public repository of structured organic reaction records. Reactants: C(C)OC(C1=CC(=C(C=C1)O)O)=O (3,4-dihydroxybenzoic acid ethyl ester), C([O-])([O-])=O.[K+].[K+] (potassium carbonate), C(C)(C)[NH-] (isopropylamide), resultant mixture, O (water). The solvent is CC(=O)C (acetone). Yields the product C(C)OC(C1=CC(=C(C=C1)OC(C)C)O)=O (3-hydroxy-4-isopropyloxybenzoic acid ethyl ester). Yield: 25.0%. As a reaction SMILES: [CH2:1]([O:3][C:4](=[O:13])[C:5]1[CH:10]=[CH:9][C:8]([OH:11])=[C:7]([OH:12])[CH:6]=1)[CH3:2].C(=O)([O-])[O-].[K+].[K+].[CH:20]([NH-])([CH3:22])[CH3:21].O>CC(C)=O>[CH2:1]([O:3][C:4](=[O:13])[C:5]1[CH:10]=[CH:9][C:8]([O:11][CH:20]([CH3:22])[CH3:21])=[C:7]([OH:12])[CH:6]=1)[CH3:2] |f:1.2.3|. Procedure: To a solution of 3,4-dihydroxybenzoic acid ethyl ester (2.0 g, 11 mmol) in acetone (450 l) were added potassium carbonate (2.28 g, 16.5 mmol) and isopropylamide (1.03 ml, 11 mmol), and the resultant mixture was stirred at room temperature for 2 days. The reaction mixture was poured into chilled water and extracted with ethyl acetate under acidic conditions. The organic layer was concentrated, and the residue was chromatographed On a silica gel column to give a mixture (617 mg) of 3-hydroxy-4-iso... Starting materials: C(C)(=O)NC(C(=O)OCC)(C(=O)OCC)CC1=NC(=C(C=C1)F)Br (Diethyl 2-acetamido-2-((6-bromo-5-fluoropyridin-2-yl)methyl)malonate), BrC1=NC(=CC=C1F)C (2-Bromo-3-fluoro-6-methylpyridine), C1CC(=O)N(C1=O)Br (NBS), CC(C)(C#N)N=NC(C)(C)C#N (AIBN). Run in C(Cl)(Cl)(Cl)Cl (CCl4). Yields the product BrC1=NC(=CC=C1F)CBr (2-bromo-6-(bromomethyl)-3-fluoropyridine). Reaction SMILES: C(NC([CH2:16][C:17]1[CH:22]=[CH:21][C:20]([F:23])=[C:19]([Br:24])[N:18]=1)(C(OCC)=O)C(OCC)=O)(=O)C.[Br:25]C1C(F)=CC=C(C)N=1.C1C(=O)N(Br)C(=O)C1.CC(N=NC(C#N)(C)C)(C#N)C>C(Cl)(Cl)(Cl)Cl>[Br:24][C:19]1[C:20]([F:23])=[CH:21][CH:22]=[C:17]([CH2:16][Br:25])[N:18]=1. Reported procedure: Diethyl 2-acetamido-2-((6-bromo-5-fluoropyridin-2-yl)methyl)malonate: 2-Bromo-3-fluoro-6-methylpyridine (2.24 g, 11.79 mmol), NBS(2.34 g, 13.15 mmol), CCl4 (40 mL), and AIBN (0.10 g, 0.609 mmol) were added together and heated to reflux under argon for 4.5 h. The CCl4 was removed. The residue was dissolved in EtOAc and washed with water and brine. It was dried over Na2SO4, and concentrated to give 2-bromo-6-(bromomethyl)-3-fluoropyridine which was used in the next step without purification. MS (E... The reactants are FC1=CC=C(C=C1)CC1=CN=C2C(=C(C(N(C2=C1)CCN(C(=O)OCC1=CC=CC=C1)C)=O)C(=O)OCC)O (ethyl 7-[(4-fluorophenyl)methyl]-4-hydroxy-1-[2-(methyl {[(phenylmethyl)oxy]carbonyl}amino)ethyl]-2-oxo-1,2-dihydro-1,5-naphthyridine-3-carboxylate), C(C)(C)N(CC)C(C)C (diisopropylethylamine), CN(C(=O)Cl)C (dimethylcarbamic chloride). Reagents/catalysts: [Pd] (Pd/C). Solvent: C(Cl)Cl (CH2Cl2). Reaction conditions: time 8 hour. The product is CN(C(=O)N(CCN1C(C(=C(C2=NC=C(C=C12)CC1=CC=C(C=C1)F)O)C(=O)OCC)=O)C)C (ethyl 1-{2-[[(dimethylamino)carbonyl](methyl)amino]ethyl}-7-[(4-fluorophenyl)methyl]-4-hydroxy-2-oxo-1,2-dihydro-1,5-naphthyridine-3-carboxylate). Reaction SMILES: [F:1][C:2]1[CH:7]=[CH:6][C:5]([CH2:8][C:9]2[CH:18]=[C:17]3[C:12]([C:13]([OH:39])=[C:14]([C:34]([O:36][CH2:37][CH3:38])=[O:35])[C:15](=[O:33])[N:16]3[CH2:19][CH2:20][N:21]([CH3:32])[C:22]([O:24]CC3C=CC=CC=3)=O)=[N:11][CH:10]=2)=[CH:4][CH:3]=1.[CH:40]([N:43](C(C)C)[CH2:44]C)(C)C.CN(C)C(Cl)=O>C(Cl)Cl.[Pd]>[CH3:40][N:43]([CH3:44])[C:22]([N:21]([CH3:32])[CH2:20][CH2:19][N:16]1[C:17]2[C:12](=[N:11][CH:10]=[C:9]([CH2:8][C:5]3[CH:4]=[CH:3][C:2]([F:1])=[CH:7][CH:6]=3)[CH:18]=2)[C:13]([OH:39])=[C:14]([C:34]([O:36][CH2:37][CH3:38])=[O:35])[C:15]1=[O:33])=[O:24]. Reported procedure: A solution of ethyl 7-[(4-fluorophenyl)methyl]-4-hydroxy-1-[2-(methyl {[(phenylmethyl)oxy]carbonyl}amino)ethyl]-2-oxo-1,2-dihydro-1,5-naphthyridine-3-carboxylate (0.255 g, 0.48 mmol) in CH2Cl2 (20 mL) was combined with diisopropylethylamine (0.42 mL, 2.4 mmol), dimethylcarbamic chloride (0.22 mL, 2.4 mmol) and Pd/C (0.030 g, 10% w/w). The resulting suspension was flushed with nitrogen and evacuated several times the charged with hydrogen under a balloon and stirred at ambient temperature overnig... Reactants: BrC=1C(=NC=C(C1)C(F)(F)F)N (3-bromo-5-trifluoromethyl-pyridin-2-ylamine), C(C)OC(=O)N=C=S (ethoxycarbonylisothiocyanate), Cl.NO (hydroxylamine hydrochloride), 102b, BrC=1C=2N(C=C(C1)C(F)(F)F)N=C(N2)N (8-bromo-6-trifluoromethyl-[1,2,4]triazolo[1,5-a]pyridin-2-ylamine), CS(=O)(=O)C1=CC=C(C=C1)B(O)O ((4-methylsulfonylphenyl)boronic acid). Yields the product BrC=1C=2N(C=C(C1)C(F)(F)F)N=C(N2)N (8-Bromo-6-trifluoromethyl-[1,2,4]triazolo[1,5-a]pyridin-2-ylamine), CS(=O)(=O)C1=CC=C(C=C1)C=1C=2N(C=C(C1)C(F)(F)F)N=C(N2)N (8-(4-Methanesulfonyl-phenyl)-6-trifluoromethyl-[1,2,4]triazolo[1,5-a]pyridin-2-ylamine), solid. The yield is 67.0%. RXN SMILES: BrC1C(N)=NC=C(C(F)(F)F)C=1.C(OC(N=C=S)=O)C.Cl.NO.[Br:24][C:25]1[C:26]2[N:27]([N:35]=[C:36]([NH2:38])[N:37]=2)[CH:28]=[C:29]([C:31]([F:34])([F:33])[F:32])[CH:30]=1.[CH3:39][S:40]([C:43]1[CH:48]=[CH:47][C:46](B(O)O)=[CH:45][CH:44]=1)(=[O:42])=[O:41]>>[Br:24][C:25]1[C:26]2[N:27]([N:35]=[C:36]([NH2:38])[N:37]=2)[CH:28]=[C:29]([C:31]([F:33])([F:34])[F:32])[CH:30]=1.[CH3:39][S:40]([C:43]1[CH:48]=[CH:47][C:46]([C:25]2[C:26]3[N:27]([N:35]=[C:36]([NH2:38])[N:37]=3)[CH:28]=[C:29]([C:31]([F:34])([F:33])[F:32])[CH:30]=2)=[CH:45][CH:44]=1)(=[O:42])=[O:41] |f:2.3|. Procedure: 8-Bromo-6-trifluoromethyl-[1,2,4]triazolo[1,5-a]pyridin-2-ylamine was prepared from 3-bromo-5-trifluoromethyl-pyridin-2-ylamine, ethoxycarbonylisothiocyanate, and hydroxylamine hydrochloride in a manner analogous to Steps 2a-b. 1H NMR (400 MHz, (D3C)2SO, δ, ppm): 9.24 (s, 1H), 8.08 (s, 1H), 6.62 (bs, 2H). MS=282.9 (MH)+. 102b) 8-(4-Methanesulfonyl-phenyl)-6-trifluoromethyl-[1,2,4]triazolo[1,5-a]pyridin-2-ylamine was prepared from 8-bromo-6-trifluoromethyl-[1,2,4]triazolo[1,5-a]pyridin-2-ylamine ... Reactants: C(C)(C)(C)OC(NCC1=CC=C(C=C1)C1=CC(=CC=C1)NC1=NC=NC(=N1)Cl)=O ([3′-(4-chloro-[1,3,5]triazin-2-ylamino) -biphenyl-4-ylmethyl]-carbamic acid tert-butyl ester), [C-]#N.[K+] (potassium cyanide), N12CCN(CC1)CC2 (1,4-diazabicyclo[2,2,2]octane). The reagents and catalysts are CC(=O)O (AcOH). Run in O (water), CS(=O)C (DMSO). Reaction conditions: temperature 5 celsius, time 1.5 hour. Yields the product C(C)(C)(C)OC(NCC1=CC=C(C=C1)C1=CC(=CC=C1)NC1=NC=NC(=N1)C#N)=O ([3′-(4-cyano-[1,3,5]triazin-2-ylamino)-biphenyl-4-ylmethyl]-carbamic acid tert-butyl ester). Reaction SMILES: [C:1]([O:5][C:6](=[O:29])[NH:7][CH2:8][C:9]1[CH:14]=[CH:13][C:12]([C:15]2[CH:20]=[CH:19][CH:18]=[C:17]([NH:21][C:22]3[N:27]=[C:26](Cl)[N:25]=[CH:24][N:23]=3)[CH:16]=2)=[CH:11][CH:10]=1)([CH3:4])([CH3:3])[CH3:2].[C-]#N.[K+].[N:33]12CCN(CC1)C[CH2:34]2>O.CS(C)=O.CC(O)=O>[C:1]([O:5][C:6](=[O:29])[NH:7][CH2:8][C:9]1[CH:14]=[CH:13][C:12]([C:15]2[CH:20]=[CH:19][CH:18]=[C:17]([NH:21][C:22]3[N:27]=[C:26]([C:34]#[N:33])[N:25]=[CH:24][N:23]=3)[CH:16]=2)=[CH:11][CH:10]=1)([CH3:4])([CH3:3])[CH3:2] |f:1.2|. Reported procedure: A mixture of [3′-(4-chloro-[1,3,5]triazin-2-ylamino) -biphenyl-4-ylmethyl]-carbamic acid tert-butyl ester (55 mg), potassium cyanide (22 mg) and 1,4-diazabicyclo[2,2,2]octane (4 mg) in water (0.3 ml) and DMSO (1.3 ml) is stirred at 5° C. for 1.5 h. This mixture is acidified with 3 drops of AcOH, quenched with brine and extracted three times with diethyl ether. The combined organic phases are dried over sodium sulfate, the solvent is evaporated and the crude product is purified on silica (4 g) wi... Reactants: O.Cl.Cl.NC=1C=C(OCCCNCC2COC3=C(O2)C(=CC=C3)OC)C=CC1 (N-[3-(3-Aminophenoxy)propyl]-2,3-dihydro-8-methoxy-1,4-benzodioxin-2-methanamine dihydrochloride hydrate), C([O-])([O-])=O.[Na+].[Na+] (sodium carbonate). Run in O (water), Br (HBr). Product: NC=1C=C(OCCCNCC2COC3=C(O2)C(=CC=C3)O)C=CC1 (N-[3-(3-Aminophenoxy)propyl]-2,3-dihydro-8-hydroxy-1,4-benzodioxin-2-methanamine). The yield is 40.7%. As a reaction SMILES: O.Cl.Cl.[NH2:4][C:5]1[CH:6]=[C:7]([CH:26]=[CH:27][CH:28]=1)[O:8][CH2:9][CH2:10][CH2:11][NH:12][CH2:13][CH:14]1[O:19][C:18]2[C:20]([O:24]C)=[CH:21][CH:22]=[CH:23][C:17]=2[O:16][CH2:15]1.C(=O)([O-])[O-].[Na+].[Na+]>Br.O>[NH2:4][C:5]1[CH:6]=[C:7]([CH:26]=[CH:27][CH:28]=1)[O:8][CH2:9][CH2:10][CH2:11][NH:12][CH2:13][CH:14]1[O:19][C:18]2[C:20]([OH:24])=[CH:21][CH:22]=[CH:23][C:17]=2[O:16][CH2:15]1 |f:0.1.2.3,4.5.6|. Procedure details: N-[3-(3-Aminophenoxy)propyl]-2,3-dihydro-8-methoxy-1,4-benzodioxin-2-methanamine dihydrochloride hydrate (1.2 g, 2.75 mmole), prepared in Example 11 above, was dissolved in 25 ml of 48% HBr and refluxed overnight under nitrogen. The mixture was diluted with water to 300 ml, carefully neutralized with solid sodium carbonate, and twice extracted with 200 ml of 3:1 dichloromethane/isopropanol. The combined extracts were washed with saturated aqueous sodium chloride, dried over sodium sulfate, filte...